The task is: describe an organic reaction: reactants, conditions, products, and yield. This data is from the Open Reaction Database (ORD), a public repository of structured organic reaction records. Reactants: CCO, CCC(C)Nc1ccc(C(F)(F)F)cc1[N+](=O)[O-], [Pd]. Yields the product CCC(C)Nc1ccc(C(F)(F)F)cc1N. Reaction SMILES: [CH3:20][CH2:21][OH:22].[CH:1]([CH3:2])([CH2:3][CH3:4])[NH:5][c:6]1[c:7]([N+:16]([O-:17])=[O:18])[cH:8][c:9]([C:12]([F:13])([F:14])[F:15])[cH:10][cH:11]1.[Pd:19]>>[CH:1]([CH3:2])([CH2:3][CH3:4])[NH:5][c:6]1[c:7]([NH2:16])[cH:8][c:9]([C:12]([F:13])([F:14])[F:15])[cH:10][cH:11]1. The reactants are CC1=NC(=NC(=C1)C1=CC=C(C=C1)C(F)(F)F)S(=O)(=O)C (4-Methyl-2-methylsulfonyl-6-(4-trifluoromethylphenyl)-pyrimidine), FC(C=1C=C(C=CC1)O)(F)F (3-trifluoromethylphenol), C([O-])([O-])=O.[K+].[K+] (potassium carbonate). Solvent: C(C)#N (acetonitrile), O (water). Yields the product CC1=NC(=NC(=C1)C1=CC=C(C=C1)C(F)(F)F)OC1=CC(=CC=C1)C(F)(F)F (4-Methyl-2-(3-trifluoromethylphenoxy)-6-(4-trifluoromethylphenyl)-pyrimidine). Yield: 96.8%. RXN SMILES: [CH3:1][C:2]1[CH:7]=[C:6]([C:8]2[CH:13]=[CH:12][C:11]([C:14]([F:17])([F:16])[F:15])=[CH:10][CH:9]=2)[N:5]=[C:4](S(C)(=O)=O)[N:3]=1.[F:22][C:23]([F:32])([F:31])[C:24]1[CH:25]=[C:26]([OH:30])[CH:27]=[CH:28][CH:29]=1.C(=O)([O-])[O-].[K+].[K+]>C(#N)C.O>[CH3:1][C:2]1[CH:7]=[C:6]([C:8]2[CH:13]=[CH:12][C:11]([C:14]([F:17])([F:16])[F:15])=[CH:10][CH:9]=2)[N:5]=[C:4]([O:30][C:26]2[CH:27]=[CH:28][CH:29]=[C:24]([C:23]([F:22])([F:31])[F:32])[CH:25]=2)[N:3]=1 |f:2.3.4|. Procedure: 0.32 g of the compound from example 2 are stirred with 0.18 g 3-trifluoromethylphenol and 0.25 g potassium carbonate in 25 ml dry acetonitrile at reflux for 4 hrs. The mixture is diluted with water and extracted with ethyl acetate. 0.39 g of the title compound were isolated (m.p. 124-127° C.). Starting materials: ClC1=CC(=C(C=C1)O)I (4-chloro-2-iodophenol), ClC1=CC(=C(CBr)C=C1)F (4-chloro-2-fluorobenzyl bromide), C([O-])([O-])=O.[K+].[K+] (potassium carbonate). Run in CC(=O)C (acetone). The product is ClC1=CC(=C(C=C1)OCC1=C(C=C(C=C1)Cl)F)I (4-Chloro-1-{[(4-chloro-2-fluorophenyl)methyl]oxy}-2-iodobenzene). RXN SMILES: [Cl:1][C:2]1[CH:7]=[CH:6][C:5]([OH:8])=[C:4]([I:9])[CH:3]=1.[Cl:10][C:11]1[CH:18]=[CH:17][C:14]([CH2:15]Br)=[C:13]([F:19])[CH:12]=1.C(=O)([O-])[O-].[K+].[K+]>CC(C)=O>[Cl:1][C:2]1[CH:7]=[CH:6][C:5]([O:8][CH2:15][C:14]2[CH:17]=[CH:18][C:11]([Cl:10])=[CH:12][C:13]=2[F:19])=[C:4]([I:9])[CH:3]=1 |f:2.3.4|. Procedure details: As for Reaction 1, using 84.87 g 4-chloro-2-iodophenol, 76 g 4-chloro-2-fluorobenzyl bromide and 92 g potassium carbonate in 900 ml acetone. Yield 129.36 g. Identical by TLC with product of Reaction 1.